Dataset: the Open Reaction Database (ORD), a public repository of structured organic reaction records. Task: describe an organic reaction: reactants, conditions, products, and yield Starting materials: CC(C)(C)OC(=O)NN, COc1c(C(=O)O)ccc2c1c(C=Cc1cccc(F)c1)nn2C(c1ccccc1)(c1ccccc1)c1ccccc1. Yields the product COc1c(C(=O)NNC(=O)OC(C)(C)C)ccc2c1c(C=Cc1cccc(F)c1)nn2C(c1ccccc1)(c1ccccc1)c1ccccc1. As a reaction SMILES: [C:43]([CH3:44])([CH3:45])([CH3:46])[O:47][C:48](=[O:49])[NH:50][NH2:51].[F:1][c:2]1[cH:3][c:4]([CH:8]=[CH:9][c:10]2[n:11][n:12]([C:24]([c:25]3[cH:26][cH:27][cH:28][cH:29][cH:30]3)([c:31]3[cH:32][cH:33][cH:34][cH:35][cH:36]3)[c:37]3[cH:38][cH:39][cH:40][cH:41][cH:42]3)[c:13]3[cH:14][cH:15][c:16]([C:21](=[O:22])[OH:23])[c:17]([O:19][CH3:20])[c:18]23)[cH:5][cH:6][cH:7]1>>[F:1][c:2]1[cH:3][c:4]([CH:8]=[CH:9][c:10]2[n:11][n:12]([C:24]([c:25]3[cH:26][cH:27][cH:28][cH:29][cH:30]3)([c:31]3[cH:32][cH:33][cH:34][cH:35][cH:36]3)[c:37]3[cH:38][cH:39][cH:40][cH:41][cH:42]3)[c:13]3[cH:14][cH:15][c:16]([C:21](=[O:22])[NH:51][NH:50][C:48]([O:47][C:43]([CH3:44])([CH3:45])[CH3:46])=[O:49])[c:17]([O:19][CH3:20])[c:18]23)[cH:5][cH:6][cH:7]1. Starting materials: COC(=O)C1(OC)CC(C)C(=O)C(C(=O)c2ccc(C(F)(F)F)nc2C)=C1O, [K+], C1COCCO1, [OH-], O. The product is COC1CC(C)C(=O)C(C(=O)c2ccc(C(F)(F)F)nc2C)=C1O. As a reaction SMILES: [CH3:3][O:4][C:5](=[O:6])[C:7]1([O:29][CH3:30])[C:8]([OH:28])=[C:9]([C:15](=[O:16])[c:17]2[c:18]([CH3:27])[n:19][c:20]([C:23]([F:24])([F:25])[F:26])[cH:21][cH:22]2)[C:10](=[O:14])[CH:11]([CH3:13])[CH2:12]1.[K+:2].[O:32]1[CH2:33][CH2:34][O:35][CH2:36][CH2:37]1.[OH-:1].[OH2:31]>>[CH:7]1([O:29][CH3:30])[C:8]([OH:28])=[C:9]([C:15](=[O:16])[c:17]2[c:18]([CH3:27])[n:19][c:20]([C:23]([F:24])([F:25])[F:26])[cH:21][cH:22]2)[C:10](=[O:14])[CH:11]([CH3:13])[CH2:12]1.